From a dataset of the Open Reaction Database (ORD), a public repository of structured organic reaction records. describe an organic reaction: reactants, conditions, products, and yield Starting materials: Cc1noc(C)c1Cn1cc(N2C(=O)CN(Cc3ccccc3[N+](=O)[O-])C2=O)cn1, CCO. The product is Cc1noc(C)c1Cn1cc(N2C(=O)CN(Cc3ccccc3N)C2=O)cn1. RXN SMILES: [CH3:1][c:2]1[n:3][o:4][c:5]([CH3:30])[c:6]1[CH2:7][n:8]1[n:9][cH:10][c:11]([N:13]2[C:14](=[O:29])[N:15]([CH2:19][c:20]3[c:21]([N+:26]([O-:27])=[O:28])[cH:22][cH:23][cH:24][cH:25]3)[CH2:16][C:17]2=[O:18])[cH:12]1.[CH3:31][CH2:32][OH:33]>>[CH3:1][c:2]1[n:3][o:4][c:5]([CH3:30])[c:6]1[CH2:7][n:8]1[n:9][cH:10][c:11]([N:13]2[C:14](=[O:29])[N:15]([CH2:19][c:20]3[c:21]([NH2:26])[cH:22][cH:23][cH:24][cH:25]3)[CH2:16][C:17]2=[O:18])[cH:12]1. The reactants are CC(=O)OC(C)=O, CN(C)c1ccncc1, CCOC(C)=O, ClCCl, O=[N+]([O-])c1cc(CO)ccc1O, c1ccncc1. The product is CC(=O)OCc1ccc(O)c([N+](=O)[O-])c1. Reaction SMILES: [CH3:19][C:20](=[O:21])[O:22][C:23]([CH3:24])=[O:25].[CH3:29][N:30]([c:31]1[cH:32][cH:33][n:34][cH:35][cH:36]1)[CH3:37].[CH3:38][CH2:39][O:40][C:41]([CH3:42])=[O:43].[Cl:26][CH2:27][Cl:28].[OH:1][CH2:2][c:3]1[cH:4][c:5]([N+:10](=[O:11])[O-:12])[c:6]([OH:9])[cH:7][cH:8]1.[cH:13]1[cH:14][cH:15][n:16][cH:17][cH:18]1>>[O:1]([CH2:2][c:3]1[cH:4][c:5]([N+:10](=[O:11])[O-:12])[c:6]([OH:9])[cH:7][cH:8]1)[C:20]([CH3:19])=[O:21]. The reactants are 15, C(C)(C)(C)C1(OCCO1)C1=CC=C(C=C1)CCC1(CC(CC(O1)=O)=O)C1CCCC1 (6-{2-[4-(2-tert-Butyl-[1,3]dioxolan-2-yl)-phenyl]-ethyl}-6-cyclopentyl-dihydro-pyran-2,4-dione). Solvent: CC(=O)C (acetone). Run at time 8 hour. Yields the product C1(CCCC1)C1(CC(CC(O1)=O)=O)CCC1=CC=C(C=C1)C(C(C)(C)C)=O (6-Cyclopentyl-6-{2-[4-(2,2-dimethyl-propionyl)-phenyl]-ethyl}-dihydro-pyran-2,4-dione). The yield is 95.0%. Reaction SMILES: [C:1]([C:5]1([C:10]2[CH:15]=[CH:14][C:13]([CH2:16][CH2:17][C:18]3([CH:26]4[CH2:30][CH2:29][CH2:28][CH2:27]4)[O:23][C:22](=[O:24])[CH2:21][C:20](=[O:25])[CH2:19]3)=[CH:12][CH:11]=2)OCC[O:6]1)([CH3:4])([CH3:3])[CH3:2]>CC(C)=O>[CH:26]1([C:18]2([CH2:17][CH2:16][C:13]3[CH:14]=[CH:15][C:10]([C:5](=[O:6])[C:1]([CH3:3])([CH3:2])[CH3:4])=[CH:11][CH:12]=3)[O:23][C:22](=[O:24])[CH2:21][C:20](=[O:25])[CH2:19]2)[CH2:30][CH2:29][CH2:28][CH2:27]1. Procedure details: To a solution of 6-{2-[4-(2-tert-Butyl-[1,3]dioxolan-2-yl)-phenyl]-ethyl}-6-cyclopentyl-dihydro-pyran-2,4-dione from Example A(34), . (0.173 g) in acetone (1 mL) was added Amberlyst 15 (0.05 g). The reaction mixture was stirred at room temperature overnight, and then filtrated. The solvent was removed under reduced pressure. The residue was purified by flash chromatography (40% EtOAc in Hexanes) to yield the product as a white foam (0.04 g, 95%). Reactants: CN(C)c1ccncc1, COC(=O)c1ccc(OC(=O)Cl)cc1, ClCCl, Cl, Nc1cn2nc(I)ccc2n1, NCCO. As a reaction SMILES: [CH3:31][N:32]([c:33]1[cH:34][cH:35][n:36][cH:37][cH:38]1)[CH3:39].[Cl:13][C:14](=[O:15])[O:16][c:17]1[cH:18][cH:19][c:20]([C:21]([O:22][CH3:23])=[O:24])[cH:25][cH:26]1.[Cl:40][CH2:41][Cl:42].[ClH:1].[I:2][c:3]1[cH:4][cH:5][c:6]2[n:7]([n:8]1)[cH:9][c:10]([NH2:12])[n:11]2.[NH2:27][CH2:28][CH2:29][OH:30]>>[I:2][c:3]1[cH:4][cH:5][c:6]2[n:7]([n:8]1)[cH:9][c:10]([NH:12][C:14](=[O:15])[NH:27][CH2:28][CH2:29][OH:30])[n:11]2. The product is O=C(NCCO)Nc1cn2nc(I)ccc2n1. Starting materials: II (Iodine), I[Si](C)(C)C (Iodotrimethylsilane), FC1=CC=C(C=C1)[C@@H]1N2C(CC[C@@H]2CCC1)=O ((5R*,8aS*)-5-(4-fluorophenyl)hexahydroindolizin-3-one), CN(CCN(C)C)C (N,N,N′,N′-tetramethylethylenediamine), S(=S)(=O)([O-])[O-].[Na+].[Na+] (sodium thiosulfate). The solvent is C(Cl)Cl (methylene chloride), C(C)(=O)OCC (Ethyl acetate). Run at temperature 0 celsius, time 20 minute. Yields the product FC1=CC=C(C=C1)[C@H]1N2C(C(C[C@H]2CCC1)I)=O ((5S*,8aR*)-5-(4-fluorophenyl)-2-iodohexahydroindolizin-3-one). The yield is 89.6%. As a reaction SMILES: I[Si](C)(C)C.[F:6][C:7]1[CH:12]=[CH:11][C:10]([C@H:13]2[CH2:21][CH2:20][CH2:19][C@@H:18]3[N:14]2[C:15](=[O:22])[CH2:16][CH2:17]3)=[CH:9][CH:8]=1.CN(C)CCN(C)C.[I:31]I.S([O-])([O-])(=O)=S.[Na+].[Na+]>C(Cl)Cl.C(OCC)(=O)C>[F:6][C:7]1[CH:12]=[CH:11][C:10]([C@@H:13]2[CH2:21][CH2:20][CH2:19][C@H:18]3[N:14]2[C:15](=[O:22])[CH:16]([I:31])[CH2:17]3)=[CH:9][CH:8]=1 |f:4.5.6|. Procedure details: Iodotrimethylsilane (0.08 mL) was added to a solution of (5R*,8aS*)-5-(4-fluorophenyl)hexahydroindolizin-3-one (87 mg) and N,N,N′,N′-tetramethylethylenediamine (0.2 mL) in methylene chloride (5 mL) at 0° C., and the reaction solution was stirred at 0° C. for 20 minutes. Iodine (142 mg) was added to the reaction solution, which was then stirred at 0° C. for 40 minutes. Ethyl acetate and a saturated sodium thiosulfate solution were added to the reaction solution, and the organic layer was separate... Starting materials: CC(=O)OC(C)=O, CC(=O)[O-], NC(=O)N(c1cccc(C(F)(F)F)c1)c1ccc(N)cc1-c1nnn[nH]1, [Na+]. The product is CC(=O)Nc1ccc(N(C(N)=O)c2cccc(C(F)(F)F)c2)c(-c2nnn[nH]2)c1. Reaction SMILES: [CH3:27][C:28](=[O:29])[O:30][C:31](=[O:32])[CH3:33].[CH3:35][C:36](=[O:37])[O-:38].[F:1][C:2]([c:3]1[cH:4][c:5]([N:9]([C:10](=[O:11])[NH2:12])[c:13]2[c:14](-[c:20]3[n:21][n:22][n:23][nH:24]3)[cH:15][c:16]([NH2:19])[cH:17][cH:18]2)[cH:6][cH:7][cH:8]1)([F:25])[F:26].[Na+:34]>>[F:1][C:2]([c:3]1[cH:4][c:5]([N:9]([C:10](=[O:11])[NH2:12])[c:13]2[c:14](-[c:20]3[n:21][n:22][n:23][nH:24]3)[cH:15][c:16]([NH:19][C:28]([CH3:27])=[O:29])[cH:17][cH:18]2)[cH:6][cH:7][cH:8]1)([F:25])[F:26]. The reactants are N(=NC(=O)OCC)C(=O)OCC (diethyl azocarboxylate), CN([C@H]1C[C@H](C2=C(CC1)C=CC=C2)OC2=CC=C(C=C2)[N+](=O)[O-])C (cis N,N-dimethyl-5-[4-nitrophenoxy]-6,7,8,9-tetrahydro-5H-benzocyclohepten-7-amine). The solvent is CC(=O)C (acetone). Conditions: time 26 hour. Yields the product CN[C@H]1C[C@H](C2=C(CC1)C=CC=C2)OC2=CC=C(C=C2)[N+](=O)[O-] (cis N-methyl-5-[4-nitrophenoxy]-6,7,8,9-tetrahydro-5H-benzocyclohepten-7-amine). Yield: 64.1%. RXN SMILES: N(C(OCC)=O)=NC(OCC)=O.[CH3:13][N:14](C)[C@@H:15]1[CH2:21][CH2:20][C:19]2[CH:22]=[CH:23][CH:24]=[CH:25][C:18]=2[C@H:17]([O:26][C:27]2[CH:32]=[CH:31][C:30]([N+:33]([O-:35])=[O:34])=[CH:29][CH:28]=2)[CH2:16]1>CC(C)=O>[CH3:13][NH:14][C@@H:15]1[CH2:21][CH2:20][C:19]2[CH:22]=[CH:23][CH:24]=[CH:25][C:18]=2[C@H:17]([O:26][C:27]2[CH:28]=[CH:29][C:30]([N+:33]([O-:35])=[O:34])=[CH:31][CH:32]=2)[CH2:16]1. Procedure details: 348 mg of diethyl azocarboxylate were added to a mixture of 652 mg of cis N,N-dimethyl-5-[4-nitrophenoxy]-6,7,8,9-tetrahydro-5H-benzocyclohepten-7-amine in 10 ml of acetone and the mixture was refluxed for 31/2 hours. The acetone was distilled under reduced pressure and 5 ml of N hydrochloric acid were added to the residue. The mixture was stirred at room temperature for 26 hours and was then made alkaline with ammonium hydroxide. The mixture was extracted with methylene chloride and the organic...